From a dataset of the Open Reaction Database (ORD), a public repository of structured organic reaction records. describe an organic reaction: reactants, conditions, products, and yield Starting materials: OCC1=CSC=C1 (3-hydroxymethyl-thiophene), Example 1 ( g ), C(C)(C)(C)C1(OCCCC1)OCCCBr (tert-butyl (RS)-2-(3-bromo-propoxy)-tetrahydro-pyran). Reaction SMILES: C([C:5]1([O:11][CH2:12][CH2:13][CH2:14]Br)[CH2:10][CH2:9][CH2:8][CH2:7][O:6]1)(C)(C)C.[OH:16][CH2:17][C:18]1[CH:22]=[CH:21][S:20][CH:19]=1>CN(C=O)C>[S:20]1[CH:21]=[CH:22][C:18]([CH2:17][O:16][CH2:14][CH2:13][CH2:12][O:11][CH:5]2[CH2:10][CH2:9][CH2:8][CH2:7][O:6]2)=[CH:19]1. Procedure details: In an analogous manner to that described in Example 1 (g), by alkylating tert-butyl (RS)-2-(3-bromo-propoxy)-tetrahydro-pyran with 3-hydroxymethyl-thiophene in DMF there was obtained (RS)-2-[3-(thiophen-3-ylmethoxy)-propoxy]-tetrahydro-pyran, which after cleavage of the THP group analogously to Example 53 (c) yielded 3-(thiophen-3-ylmethoxy)-propan-1-ol. Subsequent conversion into the mesylate according to a procedure known from the literature and alkylation therewith effected analogously to Exa... Yields the product S1C=C(C=C1)COCCCOC1OCCCC1 ((RS)-2-[3-(thiophen-3-ylmethoxy)-propoxy]-tetrahydro-pyran), Example 53 ( c ). The solvent is CN(C)C=O (DMF). Reported procedure: A mixture of 5.0 g. of 3-amino-5-trifluoromethylindazole, prepared as in Example 1, and 25 ml. of methyl formate is refluxed for eight hours, then concentrated in vacuo to leave crude 3-formylamino-5-trifluoromethylindazole. Yields the product C(=O)NC1=NNC2=CC=C(C=C12)C(F)(F)F (3-formylamino-5-trifluoromethylindazole). RXN SMILES: [NH2:1][C:2]1[C:10]2[C:5](=[CH:6][CH:7]=[C:8]([C:11]([F:14])([F:13])[F:12])[CH:9]=2)[NH:4][N:3]=1.[CH:15](OC)=[O:16]>>[CH:15]([NH:1][C:2]1[C:10]2[C:5](=[CH:6][CH:7]=[C:8]([C:11]([F:12])([F:14])[F:13])[CH:9]=2)[NH:4][N:3]=1)=[O:16]. The reactants are NC1=NNC2=CC=C(C=C12)C(F)(F)F (3-amino-5-trifluoromethylindazole), C(=O)OC (methyl formate). RXN SMILES: Cl[C:2]1[C:3]2[N:4]([C:8]([C:11]3[CH:16]=[CH:15][C:14]([F:17])=[CH:13][C:12]=3[F:18])=[N:9][CH:10]=2)[CH:5]=[CH:6][N:7]=1>CO.[Pd]>[F:18][C:12]1[CH:13]=[C:14]([F:17])[CH:15]=[CH:16][C:11]=1[C:8]1[N:4]2[CH2:5][CH2:6][NH:7][CH2:2][C:3]2=[CH:10][N:9]=1. Run at time 20 hour. Reactants: ClC=1C=2N(C=CN1)C(=NC2)C2=C(C=C(C=C2)F)F (8-chloro-3-(2,4-difluorophenyl)imidazo[1,5-a]pyrazine). The reagents and catalysts are [Pd] (palladium on carbon). Product: FC1=C(C=CC(=C1)F)C1=NC=C2N1CCNC2 (3-(2,4-difluorophenyl)-5,6,7,8-tetrahydroimidazo[1,5-a]pyrazine). The solvent is CO (methanol). Procedure details: To a solution of 8-chloro-3-(2,4-difluorophenyl)imidazo[1,5-a]pyrazine (Step C, 200 mg) in methanol, at 0° C. and under a nitrogen atmosphere was added palladium on carbon (75 mgs, 10 wt % Pd) and the contents hydrogenated at 50 psi for 20 hours. The reaction mixture was filtered and the filter cake washed with methanol (2×10 mL). The filtrate was concentrated under reduced pressure to yield a solid d (175 mgs) that was used as such for the subsequent step without further purification. Starting materials: BrC=1C=C(OC2=CC=C(C=C2)C2=NC3=C(N2C2CCCCC2)C=CC(=C3)C(=O)OCC)C=CC1 (Ethyl 2-[4-(3-bromophenoxy)phenyl]-1-cyclohexylbenzimidazole-5-carboxylate), Cl.OC1=CC=C(C(OC)=N)C=C1 (methyl 4-hydroxybenzimidate hydrochloride). Solvent: CO (methyl alcohol). The product is C1(CCCCC1)N1C(=NC2=C1C=CC(=C2)C(=O)OCC)C2=CC=C(C=C2)O (ethyl 1-cyclohexyl-2-(4-hydroxyphenyl)benzimidazole-5-carboxylate). The yield is 143.6%. As a reaction SMILES: BrC1C=C(C=CC=1)[O:5][C:6]1[CH:11]=[CH:10][C:9]([C:12]2[N:16]([CH:17]3[CH2:22][CH2:21][CH2:20][CH2:19][CH2:18]3)[C:15]3[CH:23]=[CH:24][C:25]([C:27]([O:29][CH2:30][CH3:31])=[O:28])=[CH:26][C:14]=3[N:13]=2)=[CH:8][CH:7]=1.Cl.OC1C=CC(C(=N)OC)=CC=1>CO>[CH:17]1([N:16]2[C:15]3[CH:23]=[CH:24][C:25]([C:27]([O:29][CH2:30][CH3:31])=[O:28])=[CH:26][C:14]=3[N:13]=[C:12]2[C:9]2[CH:10]=[CH:11][C:6]([OH:5])=[CH:7][CH:8]=2)[CH2:18][CH2:19][CH2:20][CH2:21][CH2:22]1 |f:1.2|. Procedure: Ethyl 3-amino-4-cyclohexylaminobenzoate (130 g) obtained in Example 1, Step 3, and methyl 4-hydroxybenzimidate hydrochloride (139 g) were added to methyl alcohol (1500 ml), and the mixture was refluxed under heating for 4 hr. The reaction mixture was allowed to cool and the precipitated crystals were collected by filtration to give the title compound (131 g, yield 72%). The reactants are CC1(CC(NC1)C(=O)O)C (4,4-dimethylpyrrolidine-2-carboxylic acid), N(=O)[O-].[Na+] (NaNO2). The solvent is CC(=O)O (AcOH), O (water). Reaction conditions: time 3 hour. Product: CC1(CC(N(C1)N=O)C(=O)O)C (4,4-dimethyl-1-nitrosopyrrolidine-2-carboxylic acid). As a reaction SMILES: [CH3:1][C:2]1([CH3:10])[CH2:6][NH:5][CH:4]([C:7]([OH:9])=[O:8])[CH2:3]1.[N:11]([O-])=[O:12].[Na+]>CC(O)=O.O>[CH3:1][C:2]1([CH3:10])[CH2:6][N:5]([N:11]=[O:12])[CH:4]([C:7]([OH:9])=[O:8])[CH2:3]1 |f:1.2|. Procedure: To a suspension of 37.5 g of the crude 4,4-dimethylpyrrolidine-2-carboxylic acid in 420 mL of AcOH was added a solution of 13.3 g (0.19 mol) of NaNO2 in 210 mL of water over 15 min at room temperature and stirred for 3 h. The solution was concentrated under reduced pressure. Acetone (250 mL) was added to the residue and the precipitate was filtered off, and the solution was concentrated under reduced pressure to dryness and crude 4,4-dimethyl-1-nitrosopyrrolidine-2-carboxylic acid was obtained a... Starting materials: CSC1=NC2(CC(c3ccccc3)Oc3ccc(Br)cc32)C(=O)N1C, CCO, N. Yields the product CN1C(=O)C2(CC(c3ccccc3)Oc3ccc(Br)cc32)N=C1N. Reaction SMILES: [Br:1][c:2]1[cH:3][c:4]2[c:9]([cH:10][cH:11]1)[O:8][CH:7]([c:12]1[cH:13][cH:14][cH:15][cH:16][cH:17]1)[CH2:6][C:5]21[N:18]=[C:19]([S:24][CH3:25])[N:20]([CH3:23])[C:21]1=[O:22].[CH3:27][CH2:28][OH:29].[NH3:26]>>[Br:1][c:2]1[cH:3][c:4]2[c:9]([cH:10][cH:11]1)[O:8][CH:7]([c:12]1[cH:13][cH:14][cH:15][cH:16][cH:17]1)[CH2:6][C:5]21[N:18]=[C:19]([NH2:26])[N:20]([CH3:23])[C:21]1=[O:22].